Dataset: the Open Reaction Database (ORD), a public repository of structured organic reaction records. Task: describe an organic reaction: reactants, conditions, products, and yield Reactants: [BH4-], CO, CCOC(C)=O, COC(=O)c1cc(I)cc(C(=O)OC)c1, [Na+], C1CCOC1, O. The product is COC(=O)c1cc(I)cc(CO)c1. Reaction SMILES: [BH4-:18].[CH3:1][OH:2].[CH3:20][CH2:21][O:22][C:23](=[O:24])[CH3:25].[I:3][c:4]1[cH:5][c:6]([C:14](=[O:15])[O:16][CH3:17])[cH:7][c:8]([C:9](=[O:10])[O:11][CH3:12])[cH:13]1.[Na+:19].[O:26]1[CH2:27][CH2:28][CH2:29][CH2:30]1.[OH2:31]>>[I:3][c:4]1[cH:5][c:6]([C:14](=[O:15])[O:16][CH3:17])[cH:7][c:8]([CH2:9][OH:10])[cH:13]1.